This data is from the Open Reaction Database (ORD), a public repository of structured organic reaction records. The task is: describe an organic reaction: reactants, conditions, products, and yield Starting materials: CC(C)(C)[O-].[K+] (t-BuOK), BrC=1C=CC(=C(C1)C(C)(C(CO)(F)F)NC(CCl)=O)F (N-(2-(5-bromo-2-fluorophenyl)-3,3-difluoro-4-hydroxybutan-2-yl)-2-chloroacetamide). The solvent is CC(C)(C)O (t-BuOH). The product is BrC=1C=CC(=C(C1)C1(NC(COCC1(F)F)=O)C)F (5-(5-bromo-2-fluorophenyl)-6,6-difluoro-5-methyl-1,4-oxazepan-3-one). Reaction SMILES: CC([O-])(C)C.[K+].[Br:7][C:8]1[CH:9]=[CH:10][C:11]([F:26])=[C:12]([C:14]([NH:21][C:22](=[O:25])[CH2:23]Cl)([C:16]([F:20])([F:19])[CH2:17][OH:18])[CH3:15])[CH:13]=1>CC(O)(C)C>[Br:7][C:8]1[CH:9]=[CH:10][C:11]([F:26])=[C:12]([C:14]2([CH3:15])[C:16]([F:20])([F:19])[CH2:17][O:18][CH2:23][C:22](=[O:25])[NH:21]2)[CH:13]=1 |f:0.1|. Procedure: To a solution of t-BuOK (0.36 g, 3.2 mmol) in t-BuOH (10 mL) was added N-(2-(5-bromo-2-fluorophenyl)-3,3-difluoro-4-hydroxybutan-2-yl)-2-chloroacetamide (1.0 g, 2.6 mmol) t-BuOH (10 mL) at rt and heated to reflux temperature for 1 h 30 min. Reaction mixture was monitored by TLC analysis. Reaction mixture was concentrated under reduced pressure and adjusted pH to ˜2 using 2 N HCl. Ethyl acetate was added to extract the product, organic layer was washed with water, brine solution followed by dryin... Starting materials: C(=O)(O)CN1C(NC(C2=CC=C(C=C12)Cl)=O)=O (1-carboxymethyl-7-chloro-2,4 (1H, 3H)-quinazolinedione), C(C)O (ethanol), S(O)(O)(=O)=O (sulfuric acid). Product: ClC1=CC=C2C(NC(N(C2=C1)CC(=O)OCC)=O)=O (7-chloro-1- ethoxycarbonylmethyl-2,4(1H, 3H)-quinazolinedione). The yield is 82.0%. Reaction SMILES: [C:1]([CH2:4][N:5]1[C:14]2[C:9](=[CH:10][CH:11]=[C:12]([Cl:15])[CH:13]=2)[C:8](=[O:16])[NH:7][C:6]1=[O:17])([OH:3])=[O:2].S(=O)(=O)(O)O.[CH2:23](O)[CH3:24]>>[Cl:15][C:12]1[CH:13]=[C:14]2[C:9]([C:8](=[O:16])[NH:7][C:6](=[O:17])[N:5]2[CH2:4][C:1]([O:3][CH2:23][CH3:24])=[O:2])=[CH:10][CH:11]=1. Procedure details: To a suspension of 1-carboxymethyl-7-chloro-2,4(1H, 3H)-quinazolinedione (I) (5 g) in ethanol (50 ml) was added concentrated sulfuric acid (0.96 g) at room temperature, and the reaction solution was refluxed for 19 hours. After the reaction solution was concentrated suitablely to half, water (25 ml) was added, 10% potassium bicarbonate solution (25 g) was further added to adjust to pH 8. The resulting crystal was collected by filtration, washed with water and dried under vacuum to give 4.55 g of... Starting materials: polyether triol, C(C)(=O)OC(C)=O (acetic anhydride), oxyethylene, polyol. The product is C(C)(=O)OCC(C)OC(C)=O (Propylene glycol diacetate). Procedure details: A 1-liter flask is charged with 3000 mol. wt. polyether triol (200 g, PO/EO copolymer having about 15 wt. % internal oxyethylene content; a flex-slab polyol), acetic anhydride (500 g), and zinc chloride (35 g). The mixture is heated to 140° C. for 7 h. Propylene glycol diacetate is isolated by distillation in 80% yield. Reaction conditions: temperature 140 celsius. Reagents/catalysts: [Cl-].[Zn+2].[Cl-] (zinc chloride). RXN SMILES: [C:1]([O:4][C:5](=O)[CH3:6])(=[O:3])[CH3:2]>[Cl-].[Zn+2].[Cl-]>[C:1]([O:4][CH2:5][CH:5]([O:4][C:1](=[O:3])[CH3:2])[CH3:6])(=[O:3])[CH3:2] |f:1.2.3|. The yield is 80.0%. The reactants are ClC1=C(C=CC=C1)C=1C(=CC=2N(N1)C(=NN2)C(=O)OCC)C2=CC=C(C=C2)Cl (ethyl 6-(2-chlorophenyl)-7-(4-chlorophenyl)-[1,2,4]triazolo[4,3-b]pyridazine-3-carboxylate), FC(C1=CC=C(C=C1)CN)(F)F ((4-(trifluoromethyl)phenyl) methanamine). Solvent: CO (methanol). The product is ClC1=C(C=CC=C1)C=1C(=CC=2N(N1)C(=NN2)C(=O)NCC2=CC=C(C=C2)C(F)(F)F)C2=CC=C(C=C2)Cl (6(2-chlorophenyl)-7-(4-chlorophenyl)-N-(4-(trifluoromethyl)benzyl)-[1,2,4]triazolo [4,3-b]pyridazine-3-carboxamide). Yield: 40.6%. As a reaction SMILES: [Cl:1][C:2]1[CH:7]=[CH:6][CH:5]=[CH:4][C:3]=1[C:8]1[C:9]([C:22]2[CH:27]=[CH:26][C:25]([Cl:28])=[CH:24][CH:23]=2)=[CH:10][C:11]2[N:12]([C:14]([C:17](OCC)=[O:18])=[N:15][N:16]=2)[N:13]=1.[F:29][C:30]([F:40])([F:39])[C:31]1[CH:36]=[CH:35][C:34]([CH2:37][NH2:38])=[CH:33][CH:32]=1>CO>[Cl:1][C:2]1[CH:7]=[CH:6][CH:5]=[CH:4][C:3]=1[C:8]1[C:9]([C:22]2[CH:27]=[CH:26][C:25]([Cl:28])=[CH:24][CH:23]=2)=[CH:10][C:11]2[N:12]([C:14]([C:17]([NH:38][CH2:37][C:34]3[CH:33]=[CH:32][C:31]([C:30]([F:29])([F:39])[F:40])=[CH:36][CH:35]=3)=[O:18])=[N:15][N:16]=2)[N:13]=1. Reported procedure: A solution of ethyl 6-(2-chlorophenyl)-7-(4-chlorophenyl)-[1,2,4]triazolo[4,3-b]pyridazine-3-carboxylate (41 mg, 0.10 mmol) and (4-(trifluoromethyl)phenyl) methanamine (29 μL, 0.2 mmol) in methanol (0.5 mL) was stirred at room temperature for 16 h. Analysis by HPLC/MS indicated the staring material had been consumed. The resulting suspension was filtered, the collected solid was washed with hexanes (5 mL×2), dried in air to afford 22 mg (41%) of the title compound as a white solid. HPLC/MS (meth... Starting materials: ClC1=C(OC2=C(C=NC=C2)C(=O)N2CCCC3=CC=CC=C23)C=C(C=C1)Cl ([4-(2,5-Dichloro-phenoxy)-pyridin-3-yl]-(3,4-dihydro-2H-quinolin-1-yl)-methanone), NC=1C(=NC=CC1)N(C)C (3-amino-2-(dimethylamino)pyridine). Run in CCCCCCC.C(C)(=O)OCC (n-heptane ethyl acetate). The product is ClC1=C(OC2=CC=NC=C2C(=O)NC=2C(=NC=CC2)N(C)C)C=C(C=C1)Cl (4-(2,5-dichloro-phenoxy)-N-(2-dimethylamino-pyridin-3-yl)-nicotinamide). RXN SMILES: [Cl:1][C:2]1[CH:26]=[CH:25][C:24]([Cl:27])=[CH:23][C:3]=1[O:4][C:5]1[CH:10]=[CH:9][N:8]=[CH:7][C:6]=1[C:11](N1C2C(=CC=CC=2)CCC1)=[O:12].[NH2:28][C:29]1[C:30]([N:35]([CH3:37])[CH3:36])=[N:31][CH:32]=[CH:33][CH:34]=1>CCCCCCC.C(OCC)(=O)C>[Cl:1][C:2]1[CH:26]=[CH:25][C:24]([Cl:27])=[CH:23][C:3]=1[O:4][C:5]1[C:6]([C:11]([NH:28][C:29]2[C:30]([N:35]([CH3:37])[CH3:36])=[N:31][CH:32]=[CH:33][CH:34]=2)=[O:12])=[CH:7][N:8]=[CH:9][CH:10]=1 |f:2.3|. Reported procedure: The title compound was prepared in analogy to Example 1, from 4-(2,5-dichloro-phenoxy)-nicotinic acid (Example 1, intermediate), 3-amino-2-(dimethylamino)pyridine (commercially available, CAS RN 5028-25-1) and using a gradient of n-heptane:ethyl acetate (100:0 to 0:100) for the chromatographic purification. Light yellow solid (73%). MS (ESI): m/z=403.072 [M+H]+. The reactants are C1(=CC=CC=C1)C1=NNC(CN1)=O (3-phenyl-4,5-dihydro-1,2,4-triazin-6(1H)-one), ClC=1C(C(=C(C(C1Cl)=O)C#N)C#N)=O (DDQ). The solvent is C(C)(=O)OCC (ethyl acetate). Conditions: temperature 25 celsius, time 16 hour. Product: C1(=CC=CC=C1)C1=NNC(C=N1)=O (3-Phenyl-1,2,4-triazin-6(1H)-one). Isolated yield 64.0%. RXN SMILES: [C:1]1([C:7]2[NH:12][CH2:11][C:10](=[O:13])[NH:9][N:8]=2)[CH:6]=[CH:5][CH:4]=[CH:3][CH:2]=1.ClC1C(=O)C(C#N)=C(C#N)C(=O)C=1Cl>C(OCC)(=O)C>[C:1]1([C:7]2[N:12]=[CH:11][C:10](=[O:13])[NH:9][N:8]=2)[CH:2]=[CH:3][CH:4]=[CH:5][CH:6]=1. Reported procedure: To 0.60 g. 3-phenyl-4,5-dihydro-1,2,4-triazin-6(1H)-one dissolved in 40 ml ethyl acetate was added 0.80 g. DDQ (2,3-dichloro-5,6-dicyano-1,4-benzoquinone). The solution immediately became green and was stirred at about 25° C. for 16 hours. The reaction mixture was then refluxed for 3 hours and cooled in an ice bath. The solid was collected and washed with three 50 ml portions of hexane. Yield 0.37 g. 64% Yield. The reactants are C1=CC=CC=2C3=CC=CC=C3C(C12)COC(=O)N1C(OC(C2=C1C=CC(=C2)C=2NC(=CC2)C#N)(C)C)C (9H-fluoren-9-ylmethyl-6-[5-cyano-1H-pyrrol-2-yl]-2,4,4-trimethyl-2H-3,1-benzoxazine-1(4H)-carboxylate), S(=O)(=O)([O-])[O-].[NH4+].[NH4+] (ammonium sulfate). Run in N1CCCCC1 (piperidine), CN(C)C=O (DMF). Yields the product CC1NC2=C(C(O1)(C)C)C=C(C=C2)C2=CC=C(N2)C#N (5-(2,4,4-Trimethyl-1,4-dihydro-2H-3,1-benzoxazin-6-yl)-1H-pyrrole-2-carbonitrile). The yield is 56.1%. RXN SMILES: C1C2C(COC([N:18]3[C:23]4[CH:24]=[CH:25][C:26]([C:28]5[NH:29][C:30]([C:33]#[N:34])=[CH:31][CH:32]=5)=[CH:27][C:22]=4[C:21]([CH3:36])([CH3:35])[O:20][CH:19]3[CH3:37])=O)C3C(=CC=CC=3)C=2C=CC=1.S([O-])([O-])(=O)=O.[NH4+].[NH4+]>N1CCCCC1.CN(C=O)C>[CH3:37][CH:19]1[O:20][C:21]([CH3:36])([CH3:35])[C:22]2[CH:27]=[C:26]([C:28]3[NH:29][C:30]([C:33]#[N:34])=[CH:31][CH:32]=3)[CH:25]=[CH:24][C:23]=2[NH:18]1 |f:1.2.3|. Reported procedure: A solution of 9H-fluoren-9-ylmethyl-6-[5-cyano-1H-pyrrol-2-yl]-2,4,4-trimethyl-2H-3,1-benzoxazine-1(4H)-carboxylate (0.1 g, 0.2 mmol) in 20% piperidine in DMF (5 mL) was stirred at room temperature under nitrogen for 10 minutes. The mixture was poured into a saturated ammonium sulfate solution (30 mL) and extracted with diethyl ether (3×30 mL). The combined organic layers were dried (MgSO4) and evaporated. The residue was purified by a silica gel column chromatography (hexane:ethyl acetate/3:1) ...